From a dataset of the Open Reaction Database (ORD), a public repository of structured organic reaction records. describe an organic reaction: reactants, conditions, products, and yield Starting materials: C1COCCO1, CO, CCOC(C)=O, CN(C)c1nc(NC2CCN(C(=O)OC(C)(C)C)C2)nc2c1sc1ccccc12, Cl, NN1CCCC1. Product: CN(C)c1nc(NC2CCNC2)nc2c1sc1ccccc12. As a reaction SMILES: [CH2:44]1[O:45][CH2:46][CH2:47][O:48][CH2:49]1.[CH3:36][OH:37].[CH3:38][CH2:39][O:40][C:41](=[O:42])[CH3:43].[CH3:7][N:8]([c:9]1[c:10]2[c:11]([n:12][c:13]([NH:15][CH:16]3[CH2:17][N:18]([C:21]([O:22][C:23]([CH3:24])([CH3:25])[CH3:26])=[O:27])[CH2:19][CH2:20]3)[n:14]1)[c:28]1[c:29]([s:30]2)[cH:31][cH:32][cH:33][cH:34]1)[CH3:35].[ClH:50].[NH2:1][N:2]1[CH2:3][CH2:4][CH2:5][CH2:6]1>>[CH3:7][N:8]([c:9]1[c:10]2[c:11]([n:12][c:13]([NH:15][CH:16]3[CH2:17][NH:18][CH2:19][CH2:20]3)[n:14]1)[c:28]1[c:29]([s:30]2)[cH:31][cH:32][cH:33][cH:34]1)[CH3:35]. Reactants: C1CCOC1, CCOC(=O)c1ccc(Oc2ccc(F)cc2F)cc1, [K+], [OH-], O. Product: O=C(O)c1ccc(Oc2ccc(F)cc2F)cc1. RXN SMILES: [CH2:23]1[O:24][CH2:25][CH2:26][CH2:27]1.[F:3][c:4]1[c:5]([O:6][c:7]2[cH:8][cH:9][c:10]([C:11](=[O:12])[O:13][CH2:14][CH3:15])[cH:16][cH:17]2)[cH:18][cH:19][c:20]([F:22])[cH:21]1.[K+:2].[OH-:1].[OH2:28]>>[F:3][c:4]1[c:5]([O:6][c:7]2[cH:8][cH:9][c:10]([C:11](=[O:12])[OH:13])[cH:16][cH:17]2)[cH:18][cH:19][c:20]([F:22])[cH:21]1. The reactants are O=C(Br)CBr, CCCCCC, ClC(Cl)Cl, N=C1C=CC=CC1C=Cc1ccccc1, [Na+], [Na+], O=C([O-])[O-], O. Product: O=C(CBr)N=C1C=CC=CC1C=Cc1ccccc1. Reaction SMILES: [Br:22][CH2:23][C:24](=[O:25])[Br:26].[CH3:27][CH2:28][CH2:29][CH2:30][CH2:31][CH3:32].[CH:33]([Cl:34])([Cl:35])[Cl:36].[NH:1]=[C:2]1[CH:3]([CH:8]=[CH:9][c:10]2[cH:11][cH:12][cH:13][cH:14][cH:15]2)[CH:4]=[CH:5][CH:6]=[CH:7]1.[Na+:16].[Na+:17].[O-:18][C:19](=[O:20])[O-:21].[OH2:37]>>[N:1](=[C:2]1[CH:3]([CH:8]=[CH:9][c:10]2[cH:11][cH:12][cH:13][cH:14][cH:15]2)[CH:4]=[CH:5][CH:6]=[CH:7]1)[C:24]([CH2:23][Br:22])=[O:25]. Reactants: C(C1=CC=CC=C1)N1C(N(C(C(=C1)C)=O)CCCN1CCN(CC1)C1=C(C=CC=C1)OC)=O (1-benzyl-3-{3-[4-(2-methoxyphenyl)piperazin-1-yl]propyl}-5-methyl-2,4(1H,3H)-pyrimidinedione), C(=O)[O-].[NH4+] (ammonium formate). Reagents/catalysts: [Pd] (palladium on carbon). Yields the product COC1=C(C=CC=C1)N1CCN(CC1)CCCN1C(NC=C(C1=O)C)=O (3-{3-[4-(2-methoxyphenyl)piperazin-1-yl]propyl}-5-methyl-2,4(1H,3H)-pyrimidinedione). Yield: 71.1%. Reaction SMILES: C([N:8]1[CH:13]=[C:12]([CH3:14])[C:11](=[O:15])[N:10]([CH2:16][CH2:17][CH2:18][N:19]2[CH2:24][CH2:23][N:22]([C:25]3[CH:30]=[CH:29][CH:28]=[CH:27][C:26]=3[O:31][CH3:32])[CH2:21][CH2:20]2)[C:9]1=[O:33])C1C=CC=CC=1.C([O-])=O.[NH4+]>[Pd]>[CH3:32][O:31][C:26]1[CH:27]=[CH:28][CH:29]=[CH:30][C:25]=1[N:22]1[CH2:21][CH2:20][N:19]([CH2:18][CH2:17][CH2:16][N:10]2[C:11](=[O:15])[C:12]([CH3:14])=[CH:13][NH:8][C:9]2=[O:33])[CH2:24][CH2:23]1 |f:1.2|. Reported procedure: A mixture of 1-benzyl-3-{3-[4-(2-methoxyphenyl)piperazin-1-yl]propyl}-5-methyl-2,4(1H,3H)-pyrimidinedione (809 mg, 1.8 mmol), prepared as in Example 25, 10% palladium on carbon (800 mg) and of 0.1N ammonium formate (180 mL, 18 mmol in methanol) was heated 10 hours at reflux. The reaction mixture then was filtered and concentrated in vacuo. The residue was purified by column chromatography on silica gel (30 g) eluting with ethyl acetate to give 3-{3-[4-(2-methoxyphenyl)piperazin-1-yl]propyl}-5-me... Reactants: CCOC(=O)CBr, Cc1ccccc1, CC1CCCC1=O, c1ccccc1. Yields the product CCOC(C)=O, CC1CCCC1=O. RXN SMILES: [Br:15][CH2:16][C:17](=[O:18])[O:19][CH2:20][CH3:21].[CH3:1][c:2]1[cH:3][cH:4][cH:5][cH:6][cH:7]1.[CH3:8][CH:9]1[C:10](=[O:14])[CH2:11][CH2:12][CH2:13]1.[cH:22]1[cH:23][cH:24][cH:25][cH:26][cH:27]1>>[CH3:16][C:17](=[O:18])[O:19][CH2:20][CH3:21].[CH3:8][CH:9]1[C:10](=[O:14])[CH2:11][CH2:12][CH2:13]1. The reactants are C(CCC)C1=CC=C(C=C1)C(=O)N=C=S (4-butyl-1-benzenecarbonyl isothiocyanate), C(CCC)C1=CC=C(C=C1)C(=O)Cl (4-butyl-1-benzenecarbonyl chloride), COC=1C=C2C(=CC=NC2=CC1OC)OC1=CC(=C(N)C=C1)F (4-[(6,7-Dimethoxy-4-quinolyl)oxy]-2-fluoroaniline). Run in C(C)O (ethanol), C(C)O (ethanol), C1(=CC=CC=C1)C (toluene). Conditions: time 2 hour. The product is C(CCC)C1=CC=C(C=C1)C(=O)N=C=S (4-Butyl-1-benzenecarbonyl isothiocyanate), C(CCC)C1=CC=C(C(=O)NC(=S)NC2=C(C=C(C=C2)OC2=CC=NC3=CC(=C(C=C23)OC)OC)F)C=C1 (N-(4-Butylbenzoyl)-N′-{4-[(6,7-dimethoxy-4-quinolyl)oxy]-2-fluorophenyl}thiourea). The yield is 80.0%. As a reaction SMILES: C(C1C=CC(C(Cl)=O)=CC=1)CCC.[CH3:14][O:15][C:16]1[CH:17]=[C:18]2[C:23](=[CH:24][C:25]=1[O:26][CH3:27])[N:22]=[CH:21][CH:20]=[C:19]2[O:28][C:29]1[CH:35]=[CH:34][C:32]([NH2:33])=[C:31]([F:36])[CH:30]=1.[CH2:37]([C:41]1[CH:46]=[CH:45][C:44]([C:47]([N:49]=[C:50]=[S:51])=[O:48])=[CH:43][CH:42]=1)[CH2:38][CH2:39][CH3:40]>C1(C)C=CC=CC=1.C(O)C>[CH2:37]([C:41]1[CH:46]=[CH:45][C:44]([C:47]([N:49]=[C:50]=[S:51])=[O:48])=[CH:43][CH:42]=1)[CH2:38][CH2:39][CH3:40].[CH2:37]([C:41]1[CH:46]=[CH:45][C:44]([C:47]([NH:49][C:50]([NH:33][C:32]2[CH:34]=[CH:35][C:29]([O:28][C:19]3[C:18]4[C:23](=[CH:24][C:25]([O:26][CH3:27])=[C:16]([O:15][CH3:14])[CH:17]=4)[N:22]=[CH:21][CH:20]=3)=[CH:30][C:31]=2[F:36])=[S:51])=[O:48])=[CH:43][CH:42]=1)[CH2:38][CH2:39][CH3:40]. Reported procedure: 4-Butyl-1-benzenecarbonyl isothiocyanate was prepared using commercially available 4-butyl-1-benzenecarbonyl chloride (80 mg) as a starting compound according to the description of the literature. 4-[(6,7-Dimethoxy-4-quinolyl)oxy]-2-fluoroaniline (50 mg) was dissolved in toluene (5 ml) and ethanol (1 ml) to prepare a solution. A solution of 4-butyl-1-benzenecarbonyl isothiocyanate in ethanol (1 ml) was then added to the solution, and the mixture was stirred at room temperature for 2 hr. The reac... Reactants: CC(C)(C)CC(=O)Nc1ccc2c(c1)cc(C(=O)O)n2-c1ccccc1, CCN=C=NCCCN(C)C, CN(C)c1ccncc1, ClCCl, Cl, CC(C)(C)OC(=O)Nc1ccc(N)cc1. Product: CC(C)(C)CC(=O)Nc1ccc2c(c1)cc(C(=O)Nc1ccc(NC(=O)OC(C)(C)C)cc1)n2-c1ccccc1. As a reaction SMILES: [CH3:1][C:2]([CH2:3][C:4](=[O:5])[NH:6][c:7]1[cH:8][c:9]2[cH:10][c:11]([C:22](=[O:23])[OH:24])[n:12](-[c:16]3[cH:17][cH:18][cH:19][cH:20][cH:21]3)[c:13]2[cH:14][cH:15]1)([CH3:25])[CH3:26].[CH3:27][N:28]([CH3:29])[CH2:30][CH2:31][CH2:32][N:33]=[C:34]=[N:35][CH2:36][CH3:37].[CH3:54][N:55]([CH3:56])[c:57]1[cH:58][cH:59][n:60][cH:61][cH:62]1.[Cl:63][CH2:64][Cl:65].[ClH:38].[NH2:39][c:40]1[cH:41][cH:42][c:43]([NH:46][C:47]([O:48][C:49]([CH3:50])([CH3:51])[CH3:52])=[O:53])[cH:44][cH:45]1>>[CH3:1][C:2]([CH2:3][C:4](=[O:5])[NH:6][c:7]1[cH:8][c:9]2[cH:10][c:11]([C:22](=[O:23])[NH:39][c:40]3[cH:41][cH:42][c:43]([NH:46][C:47]([O:48][C:49]([CH3:50])([CH3:51])[CH3:52])=[O:53])[cH:44][cH:45]3)[n:12](-[c:16]3[cH:17][cH:18][cH:19][cH:20][cH:21]3)[c:13]2[cH:14][cH:15]1)([CH3:25])[CH3:26].